From a dataset of the Open Reaction Database (ORD), a public repository of structured organic reaction records. describe an organic reaction: reactants, conditions, products, and yield Reactants: OC1=C(C(=O)C2=CC=CC=C2)C=CC=C1 (2-hydroxybenzophenone), C(=O)([O-])[O-].[K+].[K+] (K2CO3), C(OC)Cl (MOMCl). Solvent: CCOC(=O)C (EtOAc), CC(=O)C (acetone). Conditions: temperature 23 celsius, time 8 hour. The product is COCOC1=C(C=CC=C1)C(=O)C1=CC=CC=C1 ((2-(methoxymethoxy)phenyl)(phenyl)methanone). The yield is 16.5%. As a reaction SMILES: [OH:1][C:2]1[CH:15]=[CH:14][CH:13]=[CH:12][C:3]=1[C:4]([C:6]1[CH:11]=[CH:10][CH:9]=[CH:8][CH:7]=1)=[O:5].C([O-])([O-])=O.[K+].[K+].[CH2:22](Cl)[O:23][CH3:24]>CC(C)=O.CCOC(C)=O>[CH3:22][O:23][CH2:24][O:1][C:2]1[CH:15]=[CH:14][CH:13]=[CH:12][C:3]=1[C:4]([C:6]1[CH:11]=[CH:10][CH:9]=[CH:8][CH:7]=1)=[O:5] |f:1.2.3|. Procedure: To a stirring solution of 2-hydroxybenzophenone (3.0 g, 15.1 mmol) and K2CO3 (9.94 g, 71.9 mmol) in acetone (80 mL) under reflux was added MOMCl (2.9 mL, 37.8 mmol) and allowed to stir overnight. The reaction was then cooled to 23° C., diluted with EtOAc, washed with 2N NaOH (3×), the organic phase dried (Na2SO4), filtered and concentrated to provide the product (605 mg) as an oil: 1H NMR (400 MHz, DMSO-d6) δ ppm 7.67-7.72 (2H, m), 7.63 (1H, d, J=7.07 Hz), 7.48-7.54 (3H, m), 7.34 (1H, dd, J=7.33... The reactants are Cc1cccc(-c2[nH]c(C3CCC(NC(=O)OCc4ccccc4)CC3)nc2-c2ccc3c(c2)OCO3)n1, CO. Yields the product Cc1cccc(-c2[nH]c(C3CCC(N)CC3)nc2-c2ccc3c(c2)OCO3)n1. As a reaction SMILES: [CH2:1]([O:2][C:3](=[O:4])[NH:10][CH:11]1[CH2:12][CH2:13][CH:14]([c:17]2[nH:18][c:19](-[c:31]3[n:32][c:33]([CH3:37])[cH:34][cH:35][cH:36]3)[c:20](-[c:22]3[cH:23][c:24]4[c:25]([cH:29][cH:30]3)[O:26][CH2:27][O:28]4)[n:21]2)[CH2:15][CH2:16]1)[c:5]1[cH:6][cH:7][cH:8][cH:9][cH:38]1.[CH3:39][OH:40]>>[NH2:10][CH:11]1[CH2:12][CH2:13][CH:14]([c:17]2[nH:18][c:19](-[c:31]3[n:32][c:33]([CH3:37])[cH:34][cH:35][cH:36]3)[c:20](-[c:22]3[cH:23][c:24]4[c:25]([cH:29][cH:30]3)[O:26][CH2:27][O:28]4)[n:21]2)[CH2:15][CH2:16]1. The reactants are COC=1C=C2C(NC=NC2=CC1OCC1=CC=NC=C1)=O (6-methoxy-7-(4-pyridylmethoxy)-3,4-dihydroquinazolin-4-one), S(=O)(Cl)Cl (thionyl chloride), CN(C)C=O (DMF). The solvent is C1(=CC=CC=C1)C (toluene). The product is ClC1=NC=NC2=CC(=C(C=C12)OC)OCC1=CC=NC=C1 (4-chloro-6-methoxy-7-(4-pyridylmethoxy)quinazoline). The yield is 55.0%. RXN SMILES: [CH3:1][O:2][C:3]1[CH:4]=[C:5]2[C:10](=[CH:11][C:12]=1[O:13][CH2:14][C:15]1[CH:20]=[CH:19][N:18]=[CH:17][CH:16]=1)[N:9]=[CH:8][NH:7][C:6]2=O.CN(C=O)C.S(Cl)([Cl:29])=O>C1(C)C=CC=CC=1>[Cl:29][C:6]1[C:5]2[C:10](=[CH:11][C:12]([O:13][CH2:14][C:15]3[CH:20]=[CH:19][N:18]=[CH:17][CH:16]=3)=[C:3]([O:2][CH3:1])[CH:4]=2)[N:9]=[CH:8][N:7]=1. Procedure details: A suspension of 6-methoxy-7-(4-pyridylmethoxy)-3,4-dihydroquinazolin-4-one (300 mg, 1.06 mmol) in thionyl chloride (5 ml) containing DMF (50 μl) was heated at reflux for 1 hour. The mixture was allowed to cool, diluted with toluene and the volatiles were removed by evaporation. The residue was dissolved in methylene chloride and a cooled solution of aqueous sodium hydrogen carbonate was added. The resulting precipitate was collected by filtration, washed with ether and dried under vacuum to give... Reactants: COC(C(N1CC2=C(CC1)SC=C2)C2=C(C=CC=C2)Cl)=O ((2-chlorophenyl)(6,7-dihydro-4H-thieno[3,2-c]pyridin-5-yl)acetic acid methyl ester), O.C12(C(=O)CC(CC1)C2(C)C)CS(=O)(=O)O (10-camphorsulfonic acid monohydrate). The solvent is CC(=O)C (acetone), CC(=O)C (acetone). Run at time 48 hour. The product is C12(C(=O)CC(CC1)C2(C)C)CS(=O)(=O)O.COC(C(N2CC1=C(CC2)SC=C1)C1=C(C=CC=C1)Cl)=O ((+)-(2-chlorophenyl)-(6,7-dihydro-4H-thieno[3,2-c]pyridin-5-yl)acetic acid methyl ester (−)-camphorsulfonic acid salt). Yield: 88.0%. RXN SMILES: [CH3:1][O:2][C:3](=[O:21])[CH:4]([C:14]1[CH:19]=[CH:18][CH:17]=[CH:16][C:15]=1[Cl:20])[N:5]1[CH2:10][CH2:9][C:8]2[S:11][CH:12]=[CH:13][C:7]=2[CH2:6]1.O.[C:23]12([CH2:33][S:34]([OH:37])(=[O:36])=[O:35])[C:30]([CH3:32])([CH3:31])[CH:27]([CH2:28][CH2:29]1)[CH2:26][C:24]2=[O:25]>CC(C)=O>[C:23]12([CH2:33][S:34]([OH:37])(=[O:35])=[O:36])[C:30]([CH3:32])([CH3:31])[CH:27]([CH2:28][CH2:29]1)[CH2:26][C:24]2=[O:25].[CH3:1][O:2][C:3](=[O:21])[CH:4]([C:14]1[CH:19]=[CH:18][CH:17]=[CH:16][C:15]=1[Cl:20])[N:5]1[CH2:10][CH2:9][C:8]2[S:11][CH:12]=[CH:13][C:7]=2[CH2:6]1 |f:1.2,4.5|. Reported procedure: 32 g (0.0994 mol) of (2-chlorophenyl)(6,7-dihydro-4H-thieno[3,2-c]pyridin-5-yl)acetic acid methyl ester is dissolved in 150 ml of acetone and to the solution 9.95 g (0.0397 mol) of laevorotatory 10-camphorsulfonic acid monohydrate is added. The homogenous reaction mixture is allowed to stay at room temperature. After 48 hours a few crystals appear. The mixture is concentrated by evaporation to 50 ml and allowed to stay at room temperature for 24 hours. The resulting crystals are filtered off, wa... The reactants are COC(=O)C1=CC2=C(N(C(=N2)NC=2SC3=C(N2)C=CC(=C3)OC(F)(F)F)CCNC(=O)OC(C)(C)C)C=C1 (1-(2-tert-butoxycarbonylamino-ethyl)-2-(6-trifluoromethoxy-benzothiazol-2-ylamino)-1H-benzoimidazole-5-carboxylic acid methyl ester), [OH-].[Na+] (sodium hydroxide), CO (MeOH). The solvent is C1CCOC1 (THF). Yields the product C(C)(C)(C)OC(=O)NCCN1C(=NC2=C1C=CC(=C2)C(=O)O)NC=2SC1=C(N2)C=CC(=C1)OC(F)(F)F (1-(2-tert-Butoxycarbonylamino-ethyl)-2-(6-trifluoromethoxy-benzothiazol-2-ylamino)-1H-benzoimidazole-5-carboxylic acid). The yield is 89.7%. Reaction SMILES: C[O:2][C:3]([C:5]1[CH:38]=[CH:37][C:8]2[N:9]([CH2:27][CH2:28][NH:29][C:30]([O:32][C:33]([CH3:36])([CH3:35])[CH3:34])=[O:31])[C:10]([NH:12][C:13]3[S:14][C:15]4[CH:21]=[C:20]([O:22][C:23]([F:26])([F:25])[F:24])[CH:19]=[CH:18][C:16]=4[N:17]=3)=[N:11][C:7]=2[CH:6]=1)=[O:4].[OH-].[Na+].CO>C1COCC1>[C:33]([O:32][C:30]([NH:29][CH2:28][CH2:27][N:9]1[C:8]2[CH:37]=[CH:38][C:5]([C:3]([OH:4])=[O:2])=[CH:6][C:7]=2[N:11]=[C:10]1[NH:12][C:13]1[S:14][C:15]2[CH:21]=[C:20]([O:22][C:23]([F:24])([F:25])[F:26])[CH:19]=[CH:18][C:16]=2[N:17]=1)=[O:31])([CH3:36])([CH3:34])[CH3:35] |f:1.2|. Procedure details: 1-(2-tert-Butoxycarbonylamino-ethyl)-2-(6-trifluoromethoxy-benzothiazol-2-ylamino)-1H-benzoimidazole-5-carboxylic acid (327.0 mg) was prepared by following General Procedure E starting from 1-(2-tert-butoxycarbonylamino-ethyl)-2-(6-trifluoromethoxy-benzothiazol-2-ylamino)-1H-benzoimidazole-5-carboxylic acid methyl ester (374.0 mg) and sodium hydroxide (2.0 N solution, 1.0 mL) MeOH (0.5 mL) and THF (2.0 mL). Product: FC1=CC=C(C=C1)C=1OC2=C(C1C(NC)=O)C=C(C=C2)C=2C=C(C(=O)O)C=CC2C (3-(2-(4-Fluorophenyl)-3-(methylcarbamoyl)benzofuran-5-yl)-4-methylbenzoic acid). Procedure details: To a mixture of methyl 3-(2-(4-fluorophenyl)-3-(methylcarbamoyl)benzofuran-5-yl)-4-methylbenzoate (1 g, 2.4 mmol, 1 eq) in a 1:1 mixture of MeOH/THF at ambient temperature was added 5 eq. of NaOH and heated to 60° C. for 5 h. The mixture was cooled to ambient temperature and then in an ice-water bath, quenched slowly with 1.5 N HCl and then concentrated. The mixture with white precipitates was diluted with water and filtered to get the solid. It is further washed with water and dried in vacuum. ... The solvent is CO.C1CCOC1 (MeOH THF). As a reaction SMILES: [F:1][C:2]1[CH:7]=[CH:6][C:5]([C:8]2[O:9][C:10]3[CH:20]=[CH:19][C:18]([C:21]4[CH:22]=[C:23]([CH:28]=[CH:29][C:30]=4[CH3:31])[C:24]([O:26]C)=[O:25])=[CH:17][C:11]=3[C:12]=2[C:13](=[O:16])[NH:14][CH3:15])=[CH:4][CH:3]=1.[OH-].[Na+]>CO.C1COCC1>[F:1][C:2]1[CH:7]=[CH:6][C:5]([C:8]2[O:9][C:10]3[CH:20]=[CH:19][C:18]([C:21]4[CH:22]=[C:23]([CH:28]=[CH:29][C:30]=4[CH3:31])[C:24]([OH:26])=[O:25])=[CH:17][C:11]=3[C:12]=2[C:13](=[O:16])[NH:14][CH3:15])=[CH:4][CH:3]=1 |f:1.2,3.4|. Starting materials: FC1=CC=C(C=C1)C=1OC2=C(C1C(NC)=O)C=C(C=C2)C=2C=C(C(=O)OC)C=CC2C (methyl 3-(2-(4-fluorophenyl)-3-(methylcarbamoyl)benzofuran-5-yl)-4-methylbenzoate), [OH-].[Na+] (NaOH). Conditions: temperature 60 celsius. Reactants: CC(C)(C)OC(=O)Nc1cc(-c2nc(C(F)(F)F)cs2)c(Br)cn1, CC#N, CC(C)N. The product is CC(C)NC(=O)Nc1cc(-c2nc(C(F)(F)F)cs2)c(Br)cn1. As a reaction SMILES: [Br:1][c:2]1[c:3](-[c:16]2[s:17][cH:18][c:19]([C:21]([F:22])([F:23])[F:24])[n:20]2)[cH:4][c:5]([NH:8][C:9]([O:10][C:11]([CH3:12])([CH3:13])[CH3:14])=[O:15])[n:6][cH:7]1.[CH3:29][C:30]#[N:31].[CH:25]([CH3:26])([CH3:27])[NH2:28]>>[Br:1][c:2]1[c:3](-[c:16]2[s:17][cH:18][c:19]([C:21]([F:22])([F:23])[F:24])[n:20]2)[cH:4][c:5]([NH:8][C:9](=[O:15])[NH:28][CH:25]([CH3:26])[CH3:27])[n:6][cH:7]1. Product: OC(CCCCC)C=1C=C(OCC2CC3=CC=CC=C3CC2)C=CC1 (2-[3-(1-Hydroxyhexyl)phenoxymethyl]-1,2,3,4-tetrahydronaphthalene). Reported procedure: A mixture of 4.0 g (0.018 mol) 2-(iodomethyl)-1,2,3,4-tetrahydronaphthalene, 3.4 g (0.018 mol) 3-(1-hydroxyhexyl)phenol and 3.4 ml NaOH (5N) in 50 ml DMSO and 20 ml THF was stirred at room temperature for a period of 48 hours. The reaction mixture was concentrated under reduced pressure. The concentrated reaction mixture was poured into water and extracted with ether. The ether extract was washed with water, dried over MgSO4 and concentrated to dryness under reduced pressure. The residue was pas... Reaction conditions: time 48 hour. The yield is 21.3%. RXN SMILES: I[CH2:2][CH:3]1[CH2:12][CH2:11][C:10]2[C:5](=[CH:6][CH:7]=[CH:8][CH:9]=2)[CH2:4]1.[OH:13][CH:14]([C:20]1[CH:21]=[C:22]([OH:26])[CH:23]=[CH:24][CH:25]=1)[CH2:15][CH2:16][CH2:17][CH2:18][CH3:19].[OH-].[Na+].O>CS(C)=O.C1COCC1>[OH:13][CH:14]([C:20]1[CH:21]=[C:22]([CH:23]=[CH:24][CH:25]=1)[O:26][CH2:2][CH:3]1[CH2:12][CH2:11][C:10]2[C:5](=[CH:6][CH:7]=[CH:8][CH:9]=2)[CH2:4]1)[CH2:15][CH2:16][CH2:17][CH2:18][CH3:19] |f:2.3|. The solvent is CS(=O)C (DMSO), C1CCOC1 (THF). Starting materials: ICC1CC2=CC=CC=C2CC1 (2-(iodomethyl)-1,2,3,4-tetrahydronaphthalene), OC(CCCCC)C=1C=C(C=CC1)O (3-(1-hydroxyhexyl)phenol), [OH-].[Na+] (NaOH), O (water).